Dataset: the Open Reaction Database (ORD), a public repository of structured organic reaction records. Task: describe an organic reaction: reactants, conditions, products, and yield Reactants: C(C)(=O)OC[C@@H]1[C@H]([C@@H]([C@@H]([C@H](O1)CP(OCC)(=O)OCC)N=[N+]=[N-])OCC1=CC=CC=C1)OCC1=CC=CC=C1 (Diethyl C-(6-O-acetyl-2-azido-3,4-di-O-benzyl-2-deoxy-α-D-mannopyranosyl)methanephosphonate), [BH4-].[Na+] (NaBH4), CC(=O)OC(=O)C (Ac2O). The reagents and catalysts are Cl[Ni]Cl (NiCl2). The solvent is CO (MeOH), C1(=CC=CC=C1)C (toluene). Product: C(C)(=O)OC[C@@H]1[C@H]([C@@H]([C@@H]([C@H](O1)CP(OCC)(=O)OCC)NC(C)=O)OCC1=CC=CC=C1)OCC1=CC=CC=C1 (Diethyl C-(6-O-acetyl-2-acetamido-3,4-di-O-benzyl-2-deoxy-α-D-mannopyranosyl)methanephosphonate). The yield is 76.0%. RXN SMILES: [C:1]([O:4][CH2:5][C@H:6]1[O:11][C@H:10]([CH2:12][P:13]([O:18][CH2:19][CH3:20])(=[O:17])[O:14][CH2:15][CH3:16])[C@@H:9]([N:21]=[N+]=[N-])[C@@H:8]([O:24][CH2:25][C:26]2[CH:31]=[CH:30][CH:29]=[CH:28][CH:27]=2)[C@@H:7]1[O:32][CH2:33][C:34]1[CH:39]=[CH:38][CH:37]=[CH:36][CH:35]=1)(=[O:3])[CH3:2].[BH4-].[Na+].[CH3:42][C:43](OC(C)=O)=[O:44]>CO.C1(C)C=CC=CC=1.Cl[Ni]Cl>[C:1]([O:4][CH2:5][C@H:6]1[O:11][C@H:10]([CH2:12][P:13]([O:18][CH2:19][CH3:20])(=[O:17])[O:14][CH2:15][CH3:16])[C@@H:9]([NH:21][C:43](=[O:44])[CH3:42])[C@@H:8]([O:24][CH2:25][C:26]2[CH:31]=[CH:30][CH:29]=[CH:28][CH:27]=2)[C@@H:7]1[O:32][CH2:33][C:34]1[CH:39]=[CH:38][CH:37]=[CH:36][CH:35]=1)(=[O:3])[CH3:2] |f:1.2|. Reported procedure: To a stirred solution of 4 (2.50 g, 4.45 mmol) in MeOH (125 mL) a catalytic amount of NiCl2×6H2O was added followed by portions of NaBH4 (in total 0.34 g, 8.9 mmol) every 10 min until no starting material was observed on TLC (system). Ac2O (3 mL) was added after 50 min and the reaction mixture was diluted with toluene, filtered through a plug of silica and concentrated. The residue was purified by silica gel chromatography to give 5 (1.95 g, 3.4 mmol, 76%). 13C-NMR (CDCl3) 170.4, 169.7, 137.3, 1...